This data is from the Open Reaction Database (ORD), a public repository of structured organic reaction records. The task is: describe an organic reaction: reactants, conditions, products, and yield Reactants: FC(C(=O)O)(F)F.FC(C(=O)O)(F)F.FC(C(=O)O)(F)F.ClC=1C=NC=2NC=3C=NC=C(CCC4=C(C=CC(NC1N2)=C4)NC(CC4CCNCC4)=O)C3 (N-[6-chloro-2,4,8,18,22-pentaazatetracyclo[14.3.1.1(3,7).1(9,13)]docosa-1(20),3(22),4,6,9(21),10,12,16,18-nonaen-12-yl]-2-piperidin-4-ylacetamide tris(trifluoroacetate)), CC1=C(C=NO1)C(=O)Cl (5-methylisoxazole-4-carbonyl chloride). Yields the product FC(C(=O)O)(F)F.FC(C(=O)O)(F)F.ClC=1C=NC=2NC=3C=NC=C(CCC4=C(C=CC(NC1N2)=C4)NC(CC4CCN(CC4)C(=O)C=4C=NOC4C)=O)C3 (N-[6-Chloro-2,4,8,18,22-pentaazatetracyclo[14.3.1.1(3,7).1(9,13)]docosa-1(20),3(22),4,6,9(21),10,12,16,18-nonaen-12-yl]-2-{1-[(5-methylisoxazol-4-yl)carbonyl]piperidin-4-yl}acetamide bis(trifluoroacetate)). Isolated yield 44.0%. Reaction SMILES: [F:1][C:2]([F:7])([F:6])[C:3]([OH:5])=[O:4].[F:8][C:9]([F:14])([F:13])[C:10]([OH:12])=[O:11].FC(F)(F)C(O)=O.[Cl:22][C:23]1[CH:24]=[N:25][C:26]2[NH:27][C:28]3[CH:29]=[N:30][CH:31]=[C:32]([CH:54]=3)[CH2:33][CH2:34][C:35]3[CH:43]=[C:39]([NH:40][C:41]=1[N:42]=2)[CH:38]=[CH:37][C:36]=3[NH:44][C:45](=[O:53])[CH2:46][CH:47]1[CH2:52][CH2:51][NH:50][CH2:49][CH2:48]1.[CH3:55][C:56]1[O:60][N:59]=[CH:58][C:57]=1[C:61](Cl)=[O:62]>>[F:1][C:2]([F:7])([F:6])[C:3]([OH:5])=[O:4].[F:8][C:9]([F:14])([F:13])[C:10]([OH:12])=[O:11].[Cl:22][C:23]1[CH:24]=[N:25][C:26]2[NH:27][C:28]3[CH:29]=[N:30][CH:31]=[C:32]([CH:54]=3)[CH2:33][CH2:34][C:35]3[CH:43]=[C:39]([NH:40][C:41]=1[N:42]=2)[CH:38]=[CH:37][C:36]=3[NH:44][C:45](=[O:53])[CH2:46][CH:47]1[CH2:52][CH2:51][N:50]([C:61]([C:57]2[CH:58]=[N:59][O:60][C:56]=2[CH3:55])=[O:62])[CH2:49][CH2:48]1 |f:0.1.2.3,5.6.7|. Procedure details: The desired compound was prepared according to the procedure of Example A20, using N-[6-chloro-2,4,8,18,22-pentaazatetracyclo[14.3.1.1(3,7).1(9,13)]docosa-1(20),3(22),4,6,9(21),10,12,16,18-nonaen-12-yl]-2-piperidin-4-ylacetamide tris(trifluoroacetate) and 5-methylisoxazole-4-carbonyl chloride as starting materials in 44% yield. 1H NMR (300 MHz, DMSO-d6): δ 10.05 (s, 1H), 9.41 (s, 2H), 9.02 (s, 1H), 8.65 (s, 1H), 8.33 (s, 2H), 8.20 (s, 1H), 7.65 (s, 1H), 7.30 (d, 1H), 7.05 (d, 1H), 4.42 (m, 1H), ...